This data is from the Open Reaction Database (ORD), a public repository of structured organic reaction records. The task is: describe an organic reaction: reactants, conditions, products, and yield Starting materials: CO, Cl, CC(C)C(NC(=O)OC(C)(C)C)C(=O)N1CCC1, C1COCCO1. The product is CC(C)C(N)C(=O)N1CCC1. Reaction SMILES: [CH3:25][OH:26].[ClH:27].[N:1]1([C:5]([CH:6]([CH:7]([CH3:8])[CH3:9])[NH:10][C:11](=[O:12])[O:13][C:14]([CH3:15])([CH3:16])[CH3:17])=[O:18])[CH2:2][CH2:3][CH2:4]1.[O:19]1[CH2:20][CH2:21][O:22][CH2:23][CH2:24]1>>[N:1]1([C:5]([CH:6]([CH:7]([CH3:8])[CH3:9])[NH2:10])=[O:18])[CH2:2][CH2:3][CH2:4]1. The reactants are [O-2].[Nd+3].[O-2].[O-2].[Nd+3] (neodymium oxide), [Nd] (neodymium), aqueous solution, [N+](=O)([O-])[O-].[Nd+3].[N+](=O)([O-])[O-].[N+](=O)([O-])[O-] (neodymium nitrate), [Nd] (neodymium), C(C)C(COP(OCC(CCCC)CC)(O)=O)CCCC (di(2-ethylhexyl)phosphoric acid), CC1CCCCC1 (methylcyclohexane). Run in O (water). Reaction conditions: time 30 minute. The product is C(C)C(COP(=O)(OCC(CCCC)CC)[O-])CCCC.[Nd+] (neodymium di(2-ethylhexyl)phosphate). The yield is 99.0%. Reaction SMILES: [O-2].[Nd+3:2].[O-2].[O-2].[Nd+3].[Nd].[N+]([O-])([O-])=O.[Nd+3].[N+]([O-])([O-])=O.[N+]([O-])([O-])=O.[CH2:20]([CH:22]([CH2:37][CH2:38][CH2:39][CH3:40])[CH2:23][O:24][P:25](=[O:36])([OH:35])[O:26][CH2:27][CH:28]([CH2:33][CH3:34])[CH2:29][CH2:30][CH2:31][CH3:32])[CH3:21].CC1CCCCC1>O>[CH2:20]([CH:22]([CH2:37][CH2:38][CH2:39][CH3:40])[CH2:23][O:24][P:25]([O-:36])([O:26][CH2:27][CH:28]([CH2:33][CH3:34])[CH2:29][CH2:30][CH2:31][CH3:32])=[O:35])[CH3:21].[Nd+:2] |f:0.1.2.3.4,6.7.8.9,13.14|. Procedure details: 2.88 g of neodymium oxide containing 72.4% by weight of neodymium, 0.53 g of an aqueous solution of neodymium nitrate containing 24.4% by weight of neodymium, 17.39 g of di(2-ethylhexyl)phosphoric acid (DEHPA), and 80 g of methylcyclohexane (MCH) are introduced into a reactor made inert beforehand with argon. The mixture is stirred and brought to 80° C. until complete disappearance of the solid, i.e., in this case, 1 h. The mixture is cooled. Three washes with 20 g of water are successively carr... Starting materials: ClC1=CC=C(C=C1)N1NC=2CCCCC2C1=O (2-(4-chlorophenyl)-1,2,4,5,6,7-hexahydro-3H-indazol-3-one), C(C)N(C1=CC=CC=C1)CC (N,N-diethylaniline), P(=O)(Br)(Br)Br (phosphorous oxybromide). Run in CN(C=O)C (dimethylformamide). The product is BrC=1N(N=C2CCCCC12)C1=CC=C(C=C1)Cl (3-bromo-2-(4-chlorophenyl)-4,5,6,7-tetrahydro-2H-indazole). As a reaction SMILES: [Cl:1][C:2]1[CH:7]=[CH:6][C:5]([N:8]2[C:16](=O)[C:15]3[CH2:14][CH2:13][CH2:12][CH2:11][C:10]=3[NH:9]2)=[CH:4][CH:3]=1.C(N(CC)C1C=CC=CC=1)C.P(Br)(Br)([Br:31])=O>CN(C)C=O>[Br:31][C:16]1[N:8]([C:5]2[CH:6]=[CH:7][C:2]([Cl:1])=[CH:3][CH:4]=2)[N:9]=[C:10]2[C:15]=1[CH2:14][CH2:13][CH2:12][CH2:11]2. Procedure: To 5.0 parts of 2-(4-chlorophenyl)-1,2,4,5,6,7-hexahydro-3H-indazol-3-one [from Example 1(c)] with 3.0 parts of N,N-diethylaniline and 5.0 parts of dimethylformamide under nitrogen atmosphere was added 6.3 parts of phosphorous oxybromide. The mixture was heated to 130°-170° for two hours. After cooling to room temperature, the reaction mixture was extracted with 100 parts of diethyl ether, washed with water, dried over anhydrous magnesium sulfate and concentrated on a rotary evaporator. Recrysta... Reactants: Br, CC(=O)O, CNc1ccc(OC)cc1. Yields the product Br, CNc1ccc(O)cc1. Reaction SMILES: [BrH:11].[CH3:12][C:13](=[O:14])[OH:15].[CH3:1][NH:2][c:3]1[cH:4][cH:5][c:6]([O:7][CH3:8])[cH:9][cH:10]1>>[BrH:11].[CH3:1][NH:2][c:3]1[cH:4][cH:5][c:6]([OH:7])[cH:9][cH:10]1. Reactants: BrCc1cc2ccccc2nc1CBr, Cc1ccccc1, COP(OC)OC. Product: COP(=O)(Cc1nc2ccccc2cc1CBr)OC. As a reaction SMILES: [Br:1][CH2:2][c:3]1[n:4][c:5]2[cH:6][cH:7][cH:8][cH:9][c:10]2[cH:11][c:12]1[CH2:13][Br:14].[CH3:22][c:23]1[cH:24][cH:25][cH:26][cH:27][cH:28]1.[P:15]([O:16][CH3:17])([O:18][CH3:19])[O:20][CH3:21]>>[CH2:2]([c:3]1[n:4][c:5]2[cH:6][cH:7][cH:8][cH:9][c:10]2[cH:11][c:12]1[CH2:13][Br:14])[P:15]([O:16][CH3:17])([O:18][CH3:19])=[O:20]. Reactants: COCCCOc1ccccc1CCl, COc1ccccc1COCCCOc1ccc(C2CCN(C(=O)OC(C)(C)C)CC2O)cc1. The product is COCCCOc1ccccc1COC1CN(C(=O)OC(C)(C)C)CCC1c1ccc(OCCCOCc2ccccc2OC)cc1. Reaction SMILES: [Cl:35][CH2:36][c:37]1[c:38]([O:43][CH2:44][CH2:45][CH2:46][O:47][CH3:48])[cH:39][cH:40][cH:41][cH:42]1.[OH:1][CH:2]1[CH2:3][N:4]([C:28](=[O:29])[O:30][C:31]([CH3:32])([CH3:33])[CH3:34])[CH2:5][CH2:6][CH:7]1[c:8]1[cH:9][cH:10][c:11]([O:14][CH2:15][CH2:16][CH2:17][O:18][CH2:19][c:20]2[c:21]([O:26][CH3:27])[cH:22][cH:23][cH:24][cH:25]2)[cH:12][cH:13]1>>[O:1]([CH:2]1[CH2:3][N:4]([C:28](=[O:29])[O:30][C:31]([CH3:32])([CH3:33])[CH3:34])[CH2:5][CH2:6][CH:7]1[c:8]1[cH:9][cH:10][c:11]([O:14][CH2:15][CH2:16][CH2:17][O:18][CH2:19][c:20]2[c:21]([O:26][CH3:27])[cH:22][cH:23][cH:24][cH:25]2)[cH:12][cH:13]1)[CH2:36][c:37]1[c:38]([O:43][CH2:44][CH2:45][CH2:46][O:47][CH3:48])[cH:39][cH:40][cH:41][cH:42]1. The reactants are BrC1=CC(=C(C(=O)OC)C(=C1)O)F (Methyl 4-bromo-2-fluoro-6-hydroxybenzoate). The solvent is C1CCOC1 (THF). Conditions: temperature 0 celsius, time 15 minute. The product is BrC=1C=C(C(=C(C1)O)CO)F (5-BROMO-3-FLUORO-2-(HYDROXYMETHYL)PHENOL). Reaction SMILES: [Br:1][C:2]1[CH:11]=[C:10]([OH:12])[C:5]([C:6](OC)=[O:7])=[C:4]([F:13])[CH:3]=1>C1COCC1>[Br:1][C:2]1[CH:3]=[C:4]([F:13])[C:5]([CH2:6][OH:7])=[C:10]([OH:12])[CH:11]=1. Reported procedure: Methyl 4-bromo-2-fluoro-6-hydroxybenzoate (0.34 g, 1.4 mmol) was dissolved in dry THF (20 ml) under a blanket of nitrogen. The solution was cooled down to 0° C. and borane tetrahydrofuran complex (5.0 ml, 5.0 mmol) was slowly added. The mixture was stirred at 0° C. for 30 min and at ambient temperature for 15 min. Then it was cooled once more to 0° C. and carefully quenched with water, acidified with aqueous HCl (5%) and finally extracted several times with EtOAc. The combined organic phases wer...